Dataset: the Open Reaction Database (ORD), a public repository of structured organic reaction records. Task: describe an organic reaction: reactants, conditions, products, and yield Starting materials: BrB(Br)Br, ClCCl, COc1ccccc1-c1cc(C(N)=O)c(NC(N)=O)[nH]1, O. Product: NC(=O)Nc1[nH]c(-c2ccccc2O)cc1C(N)=O. Reaction SMILES: [B:1]([Br:2])([Br:3])[Br:4].[Cl:26][CH2:27][Cl:28].[NH2:5][C:6](=[O:7])[NH:8][c:9]1[nH:10][c:11](-[c:17]2[c:18]([O:23][CH3:24])[cH:19][cH:20][cH:21][cH:22]2)[cH:12][c:13]1[C:14](=[O:15])[NH2:16].[OH2:25]>>[NH2:5][C:6](=[O:7])[NH:8][c:9]1[nH:10][c:11](-[c:17]2[c:18]([OH:23])[cH:19][cH:20][cH:21][cH:22]2)[cH:12][c:13]1[C:14](=[O:15])[NH2:16]. Reactants: C1CCNC1, O=Cc1ccc2c(c1)CCC(N1CCc3cc(OCC4CCCO4)ccc3C1=O)C2. Product: O=C1c2ccc(OCC3CCCO3)cc2CCN1C1CCc2cc(CN3CCCC3)ccc2C1. RXN SMILES: [CH2:31]1[CH2:32][CH2:33][NH:34][CH2:35]1.[O:1]=[C:2]1[N:3]([CH:19]2[CH2:20][c:21]3[cH:22][cH:23][c:24]([CH:29]=[O:30])[cH:25][c:26]3[CH2:27][CH2:28]2)[CH2:4][CH2:5][c:6]2[cH:7][c:8]([O:12][CH2:13][CH:14]3[O:15][CH2:16][CH2:17][CH2:18]3)[cH:9][cH:10][c:11]21>>[O:1]=[C:2]1[N:3]([CH:19]2[CH2:20][c:21]3[cH:22][cH:23][c:24]([CH2:29][N:34]4[CH2:33][CH2:32][CH2:31][CH2:35]4)[cH:25][c:26]3[CH2:27][CH2:28]2)[CH2:4][CH2:5][c:6]2[cH:7][c:8]([O:12][CH2:13][CH:14]3[O:15][CH2:16][CH2:17][CH2:18]3)[cH:9][cH:10][c:11]21. Reactants: CC(=O)c1c(C)oc(Br)c1C, COCCOC, [Na+], O=C([O-])O, O, OB(O)c1ccncc1. Yields the product CC(=O)c1c(C)oc(-c2ccncc2)c1C. RXN SMILES: [C:1]([CH3:2])(=[O:3])[c:4]1[c:5]([CH3:11])[o:6][c:7]([Br:10])[c:8]1[CH3:9].[CH2:27]([CH2:28][O:29][CH3:30])[O:31][CH3:32].[Na+:17].[O-:13][C:14]([OH:15])=[O:16].[OH2:12].[n:18]1[cH:19][cH:20][c:21]([B:24]([OH:25])[OH:26])[cH:22][cH:23]1>>[C:1]([CH3:2])(=[O:3])[c:4]1[c:5]([CH3:11])[o:6][c:7](-[c:21]2[cH:20][cH:19][n:18][cH:23][cH:22]2)[c:8]1[CH3:9]. As a reaction SMILES: [CH2:1]([S:4][C:5]1[N:10]=[C:9]([N:11]2[C:19]3[CH:18]=[CH:17][CH:16]=[C:15]([OH:20])[C:14]=3[CH:13]=[N:12]2)[CH:8]=[CH:7][N:6]=1)[CH2:2][CH3:3].C(=O)([O-])[O-].[K+].[K+].Cl[CH2:28][CH2:29][S:30][CH3:31].CN1C(=O)CCC1>O>[CH3:31][S:30][CH2:29][CH2:28][O:20][C:15]1[CH:16]=[CH:17][CH:18]=[C:19]2[C:14]=1[CH:13]=[N:12][N:11]2[C:9]1[CH:8]=[CH:7][N:6]=[C:5]([S:4][CH2:1][CH2:2][CH3:3])[N:10]=1 |f:1.2.3|. Run at temperature 80 celsius. Run in O (water). Reported procedure: 1-(2-Propylsulfanyl-pyrimidin-4-yl)-1H-indazol-4-ol (600 mg), potassium carbonate (1.104 g) and 1-chloro-2-methylsulfanyl-ethane 401.9 mg) were added to NMP (6 mL), and the mixture was heated to 80° C. for three hours. The mixture was cooled, diluted with water and filtered. The collected solid was washed with water and dried under reduced pressure to give 705 mg of 4-(2-Methylsulfanyl-ethoxy)-1-(2-propylsulfanyl-pyrimidin-4-yl)-1H-indazole. Isolated yield 93.3%. Reactants: C(CC)SC1=NC=CC(=N1)N1N=CC=2C(=CC=CC12)O (1-(2-Propylsulfanyl-pyrimidin-4-yl)-1H-indazol-4-ol), C([O-])([O-])=O.[K+].[K+] (potassium carbonate), ClCCSC (1-chloro-2-methylsulfanyl-ethane), CN1CCCC1=O (NMP). Product: CSCCOC1=C2C=NN(C2=CC=C1)C1=NC(=NC=C1)SCCC (4-(2-Methylsulfanyl-ethoxy)-1-(2-propylsulfanyl-pyrimidin-4-yl)-1H-indazole). Reactants: O(C1=CC=CC=C1)P(=O)(OC1=CC=CC=C1)OC=1[C@@H]([C@@H]2N(C1C(=O)OCC1=CC=C(C=C1)[N+](=O)[O-])C([C@@H]2[C@@H](C)O)=O)C (p-nitrobenzyl (1R,5S,6S)-2-diphenoxyphosphoryloxy-6-[(R)-1-hydroxyethyl]-1-methyl-1-carbapen- 2-em-3-carboxylate), S[C@H]1C[C@H](N(C1)C(=O)OCC1=CC=C(C=C1)[N+](=O)[O-])C1C(C(NC1)=O)NC(=O)OCC1=CC=C(C=C1)[N+](=O)[O-] ((2S,4S)-4-mercapto-N-(p-nitrobenzyloxycarbonyl)-2-[3-[(p-nitrobenzyloxycarbonyl)amino]-2-pyrrolidon-4-yl]pyrrolidine). Product: O[C@H](C)[C@@H]1[C@@H]2N(C(=C([C@@H]2C)S[C@H]2C[C@H](N(C2)C(=O)OCC2=CC=C(C=C2)[N+](=O)[O-])C2C(C(NC2)=O)NC(=O)OCC2=CC=C(C=C2)[N+](=O)[O-])C(=O)OCC2=CC=C(C=C2)[N+](=O)[O-])C1=O (p-nitrobenzyl (1R,5S,6S)-6-[(R)-1-hydroxyethyl]-1-methyl-2-[(2S,4S)-N-(p-nitrobenzyloxycarbonyl)-2-[3-[(p-nitrobenzyloxycarbonyl)amino]-2-pyrrolidon-4-yl]pyrrolidin-4-ylthio]-1-carbapen-2-em-3-carboxylate). Yield: 48.9%. RXN SMILES: O(P(O[C:18]1[C@H:19]([CH3:42])[C@H:20]2[C@@H:37]([C@H:38]([OH:40])[CH3:39])[C:36](=[O:41])[N:21]2[C:22]=1[C:23]([O:25][CH2:26][C:27]1[CH:32]=[CH:31][C:30]([N+:33]([O-:35])=[O:34])=[CH:29][CH:28]=1)=[O:24])(OC1C=CC=CC=1)=O)C1C=CC=CC=1.[SH:43][C@@H:44]1[CH2:48][N:47]([C:49]([O:51][CH2:52][C:53]2[CH:58]=[CH:57][C:56]([N+:59]([O-:61])=[O:60])=[CH:55][CH:54]=2)=[O:50])[C@H:46]([CH:62]2[CH2:66][NH:65][C:64](=[O:67])[CH:63]2[NH:68][C:69]([O:71][CH2:72][C:73]2[CH:78]=[CH:77][C:76]([N+:79]([O-:81])=[O:80])=[CH:75][CH:74]=2)=[O:70])[CH2:45]1>>[OH:40][C@@H:38]([C@H:37]1[C:36](=[O:41])[N:21]2[C:22]([C:23]([O:25][CH2:26][C:27]3[CH:28]=[CH:29][C:30]([N+:33]([O-:35])=[O:34])=[CH:31][CH:32]=3)=[O:24])=[C:18]([S:43][C@@H:44]3[CH2:48][N:47]([C:49]([O:51][CH2:52][C:53]4[CH:58]=[CH:57][C:56]([N+:59]([O-:61])=[O:60])=[CH:55][CH:54]=4)=[O:50])[C@H:46]([CH:62]4[CH2:66][NH:65][C:64](=[O:67])[CH:63]4[NH:68][C:69]([O:71][CH2:72][C:73]4[CH:74]=[CH:75][C:76]([N+:79]([O-:81])=[O:80])=[CH:77][CH:78]=4)=[O:70])[CH2:45]3)[C@H:19]([CH3:42])[C@H:20]12)[CH3:39]. Procedure details: The same procedure as in Example 1-1 was carried out by using p-nitrobenzyl (1R,5S,6S)-2-diphenoxyphosphoryloxy-6-[(R)-1-hydroxyethyl]-1-methyl-1-carbapen- 2-em-3-carboxylate (155.4 mg, 0.26 mmol) and (2S,4S)-4-mercapto-N-(p-nitrobenzyloxycarbonyl)-2-[3-[(p-nitrobenzyloxycarbonyl)amino]-2-pyrrolidon-4-yl]pyrrolidine (110 mg, 0.197 mmol, compound of Reference Example 20-6) to obtain p-nitrobenzyl (1R,5S,6S)-6-[(R)-1-hydroxyethyl]-1-methyl-2-[(2S,4S)-N-(p-nitrobenzyloxycarbonyl)-2-[3-[(p-nitrobenz... The reactants are C(C)(=O)OC(C(=CC=1N=C(SC1)C)C)CC=C(CCCC(C=O)C)C (3-acetoxy-2,6,10-trimethyl-1-(2-methyl-thiazol-4-yl)-11-oxo-undeca-1,5-diene), COC(C[C@@H](C(C(C(C)Br)=O)(C)C)O[Si](C)(C)C(C)(C)C)=O ((3S)-6-bromo-3-(tert-butyl-dimethyl-silanyloxy)-4,4-dimethyl-5-oxo-heptanoic acid methyl ester), CrCl2. Solvent: C1CCOC1 (THF), C1CCOC1 (THF), [Cl-].[Na+].O (brine). Run at time 15 minute. The product is COC(CC(C(C(C(C(C(CCCC(=CCC(C(=CC=1N=C(SC1)C)C)OC(C)=O)C)C)O)C)=O)(C)C)O[Si](C)(C)C(C)(C)C)=O (15-Acetoxy-3-(tert-butyl-dimethyl-silanyloxy)-7-hydroxy-4,4,6,8,12,16-hexamethyl-17-(2-methyl-thiazol-4-yl)-5-oxo-heptadeca-12,16-dienoic acid methyl ester). RXN SMILES: [C:1]([O:4][CH:5]([CH2:15][CH:16]=[C:17]([CH3:25])[CH2:18][CH2:19][CH2:20][CH:21]([CH3:24])[CH:22]=[O:23])[C:6]([CH3:14])=[CH:7][C:8]1[N:9]=[C:10]([CH3:13])[S:11][CH:12]=1)(=[O:3])[CH3:2].[CH3:26][O:27][C:28](=[O:47])[CH2:29][C@H:30]([O:39][Si:40]([C:43]([CH3:46])([CH3:45])[CH3:44])([CH3:42])[CH3:41])[C:31]([CH3:38])([CH3:37])[C:32](=[O:36])[CH:33](Br)[CH3:34]>C1COCC1.[Cl-].[Na+].O>[CH3:26][O:27][C:28](=[O:47])[CH2:29][CH:30]([O:39][Si:40]([C:43]([CH3:46])([CH3:45])[CH3:44])([CH3:41])[CH3:42])[C:31]([CH3:37])([CH3:38])[C:32](=[O:36])[CH:33]([CH3:34])[CH:22]([OH:23])[CH:21]([CH3:24])[CH2:20][CH2:19][CH2:18][C:17]([CH3:25])=[CH:16][CH2:15][CH:5]([O:4][C:1](=[O:3])[CH3:2])[C:6]([CH3:14])=[CH:7][C:8]1[N:9]=[C:10]([CH3:13])[S:11][CH:12]=1 |f:3.4.5|. Procedure details: To a suspension of 240 mg (1.95 mmol) CrCl2 and 125 mg (0.93 mmol) in 10.0 mL absolute THF was added 322 mg (0.886 mmol) 3-acetoxy-2,6,10-trimethyl-1-(2-methyl-thiazol-4-yl)-11-oxo-undeca-1,5-diene (8 b) in 1.0 mL absolute THF and 384 mg (0.971 mmol) (3S)-6-bromo-3-(tert-butyl-dimethyl-silanyloxy)-4,4-dimethyl-5-oxo-heptanoic acid methyl ester (235) at ambient temperature. After stirring for 2 h 15 min at ambient temperature, 12 mL brine were added and stirring was continued for five minutes. Th... The reactants are N1(CCNCC1)CCN(C1CC=2C=CC=C(C2CC1)O)CCC (6-[(2-Piperazin-1-yl-ethyl)-propyl-amino]-5,6,7,8-tetrahydro-naphthalen-1-ol), N1C=C(C2=CC=CC=C12)C(=O)O (indole-3-carboxylic acid). The product is Compound 10f, OC1=C2CCC(CC2=CC=C1)N(CCN1CCN(CC1)C(=O)C1=CNC2=CC=CC=C12)CCC ((4-{2-[(5-Hydroxy-1,2,3,4-tetrahydro-naphthalen-2-yl)-propyl-amino]-ethyl}-piperazin-1-yl)-(1H-indol-3-yl)-methanone). Yield: 51.6%. Reaction SMILES: [N:1]1([CH2:7][CH2:8][N:9]([CH2:21][CH2:22][CH3:23])[CH:10]2[CH2:19][CH2:18][C:17]3[C:16]([OH:20])=[CH:15][CH:14]=[CH:13][C:12]=3[CH2:11]2)[CH2:6][CH2:5][NH:4][CH2:3][CH2:2]1.[NH:24]1[C:32]2[C:27](=[CH:28][CH:29]=[CH:30][CH:31]=2)[C:26]([C:33](O)=[O:34])=[CH:25]1>>[OH:20][C:16]1[CH:15]=[CH:14][CH:13]=[C:12]2[C:17]=1[CH2:18][CH2:19][CH:10]([N:9]([CH2:21][CH2:22][CH3:23])[CH2:8][CH2:7][N:1]1[CH2:6][CH2:5][N:4]([C:33]([C:26]3[C:27]4[C:32](=[CH:31][CH:30]=[CH:29][CH:28]=4)[NH:24][CH:25]=3)=[O:34])[CH2:3][CH2:2]1)[CH2:11]2. Reported procedure: Compound 10f was prepared following Procedure G using 39b (50 mg, 0.16 mmol) and indole-3-carboxylic acid (35 mg, 0.21 mmol) to give 40f (38 mg, 53%) after column chromatography. 1H NMR (400 MHz, CD3OD) δ 1.03-1.07 (t, 3H, J=7.2 Hz), 1.83-1.96 (m, 3H), 2.32 (s, 1H), 2.53-2.67 (m, 5H), 2.81-2.83 (m, 2H), 3.09-3.18 (m, 4H), 3.41-3.47 (m, 2H), 3.56-3.59 (m, 1H), 3.79 (bs, 4H), 6.61-6.63 (d, 1H, J=8.4 Hz), 6.64-6.66 (d, 1H, J=8.4 Hz), 6.96-6.99 (t, 1H, J=7.2 Hz), 7.13-7.21 (m, 1H), 7.41-7.51 (m, 1H)...